This data is from the Open Reaction Database (ORD), a public repository of structured organic reaction records. The task is: describe an organic reaction: reactants, conditions, products, and yield Starting materials: CI, CN1CCCC1=O, O=C(c1ccc(Cl)cc1)N1CCN(C2CN(C(=O)c3ccc(Cl)cc3)CC2O)CC1, [H-], [Na+]. Product: COC1CN(C(=O)c2ccc(Cl)cc2)CC1N1CCN(C(=O)c2ccc(Cl)cc2)CC1. Reaction SMILES: [CH3:33][I:34].[CH3:35][N:36]1[CH2:37][CH2:38][CH2:39][C:40]1=[O:41].[Cl:1][c:2]1[cH:3][cH:4][c:5]([C:6](=[O:7])[N:8]2[CH2:9][CH2:10][N:11]([CH:14]3[CH2:15][N:16]([C:20](=[O:21])[c:22]4[cH:23][cH:24][c:25]([Cl:28])[cH:26][cH:27]4)[CH2:17][CH:18]3[OH:19])[CH2:12][CH2:13]2)[cH:29][cH:30]1.[H-:32].[Na+:31]>>[Cl:1][c:2]1[cH:3][cH:4][c:5]([C:6](=[O:7])[N:8]2[CH2:9][CH2:10][N:11]([CH:14]3[CH2:15][N:16]([C:20](=[O:21])[c:22]4[cH:23][cH:24][c:25]([Cl:28])[cH:26][cH:27]4)[CH2:17][CH:18]3[O:19][CH3:33])[CH2:12][CH2:13]2)[cH:29][cH:30]1. The reactants are COC(=O)C(Cc1ccc(-c2ccc(C#N)cc2)cc1)NC(=O)C1Cc2cc3c(cc2CN1S(=O)(=O)c1sc(NC(C)=O)nc1C)OC(c1ccc(OCc2ccc(Cl)c(Cl)c2)cc1)CO3, CI. Product: COC(=O)C(Cc1ccc(-c2ccc(C#N)cc2)cc1)NC(=O)C1Cc2cc3c(cc2CN1S(=O)(=O)c1sc(N(C)C(C)=O)nc1C)OC(c1ccc(OCc2ccc(Cl)c(Cl)c2)cc1)CO3. RXN SMILES: [CH3:1][O:2][C:3]([CH:4]([CH2:5][c:6]1[cH:7][cH:8][c:9](-[c:12]2[cH:13][cH:14][c:15]([C:18]#[N:19])[cH:16][cH:17]2)[cH:10][cH:11]1)[NH:20][C:21](=[O:22])[CH:23]1[N:24]([S:53](=[O:54])(=[O:55])[c:56]2[c:57]([CH3:65])[n:58][c:59]([NH:61][C:62]([CH3:63])=[O:64])[s:60]2)[CH2:25][c:26]2[cH:27][c:28]3[c:29]([cH:30][c:31]2[CH2:32]1)[O:33][CH2:34][CH:35]([c:37]1[cH:38][cH:39][c:40]([O:43][CH2:44][c:45]2[cH:46][c:47]([Cl:52])[c:48]([Cl:51])[cH:49][cH:50]2)[cH:41][cH:42]1)[O:36]3)=[O:66].[CH3:67][I:68]>>[CH3:1][O:2][C:3]([CH:4]([CH2:5][c:6]1[cH:7][cH:8][c:9](-[c:12]2[cH:13][cH:14][c:15]([C:18]#[N:19])[cH:16][cH:17]2)[cH:10][cH:11]1)[NH:20][C:21](=[O:22])[CH:23]1[N:24]([S:53](=[O:54])(=[O:55])[c:56]2[c:57]([CH3:65])[n:58][c:59]([N:61]([C:62]([CH3:63])=[O:64])[CH3:67])[s:60]2)[CH2:25][c:26]2[cH:27][c:28]3[c:29]([cH:30][c:31]2[CH2:32]1)[O:33][CH2:34][CH:35]([c:37]1[cH:38][cH:39][c:40]([O:43][CH2:44][c:45]2[cH:46][c:47]([Cl:52])[c:48]([Cl:51])[cH:49][cH:50]2)[cH:41][cH:42]1)[O:36]3)=[O:66]. Reactants: C1(CCCCC1)CCN (cyclohexylethylamine), ClCCCS(=O)(=O)Cl (3-chloropropanesulfonyl chloride). The product is ClCCCS(=O)(=O)NCCC1CCCCC1 (N-(3-Chloropropanesulfonyl)-N-(2-cyclohexylethyl)amine). RXN SMILES: [CH:1]1([CH2:7][CH2:8][NH2:9])[CH2:6][CH2:5][CH2:4][CH2:3][CH2:2]1.[Cl:10][CH2:11][CH2:12][CH2:13][S:14](Cl)(=[O:16])=[O:15]>>[Cl:10][CH2:11][CH2:12][CH2:13][S:14]([NH:9][CH2:8][CH2:7][CH:1]1[CH2:6][CH2:5][CH2:4][CH2:3][CH2:2]1)(=[O:16])=[O:15]. Reported procedure: The desired compound was prepared using the method described in Example 1174A starting with cyclohexylethylamine and 3-chloropropanesulfonyl chloride. Starting materials: C1(=CC=C(C=C1)S(=O)(=O)Cl)C (p-toluenesulphonyl chloride), OCC1OC2=CC=CC=C2CC1 (2-hydroxymethylchroman). The solvent is N1=CC=CC=C1 (pyridine). Conditions: time 3 hour. Product: C1(=CC=C(C=C1)S(=O)(=O)OCC1OC2=CC=CC=C2CC1)C (2-(p-toluenesulphonyloxymethyl)chroman). The yield is 96.6%. Reaction SMILES: [C:1]1([CH3:11])[CH:6]=[CH:5][C:4]([S:7](Cl)(=[O:9])=[O:8])=[CH:3][CH:2]=1.[OH:12][CH2:13][CH:14]1[CH2:23][CH2:22][C:21]2[C:16](=[CH:17][CH:18]=[CH:19][CH:20]=2)[O:15]1>N1C=CC=CC=1>[C:1]1([CH3:11])[CH:6]=[CH:5][C:4]([S:7]([O:12][CH2:13][CH:14]2[CH2:23][CH2:22][C:21]3[C:16](=[CH:17][CH:18]=[CH:19][CH:20]=3)[O:15]2)(=[O:9])=[O:8])=[CH:3][CH:2]=1. Reported procedure: 38.16 g (0.2 mol) of p-toluenesulphonyl chloride are added at room temperature while stirring to a solution of 31 g (0.189 mol) of 2-hydroxymethylchroman in 110 ml of absolute pyridine, the slightly exothermic reaction being maintained at room temperature by means of an ice bath. The reaction mixture is stirred for a further 3 hours at room temperature and then poured onto ice-water. The oil which separates out is removed by decanting the aqueous phase, dissolved in diethyl ether and washed with...